This data is from the Open Reaction Database (ORD), a public repository of structured organic reaction records. The task is: describe an organic reaction: reactants, conditions, products, and yield Reactants: CC(=O)OCCOCC1([N+](=O)[O-])CCCCC1, CO, O=C[O-], [NH4+]. Product: O=C1COCC2(CCCCC2)N1. Reaction SMILES: [C:5]([O:8][CH2:9][CH2:10][O:11][CH2:12][C:13]1([N+:19]([O-:6])=[O:7])[CH2:14][CH2:15][CH2:16][CH2:17][CH2:18]1)(=[O:20])[CH3:21].[CH3:22][OH:23].[CH:1]([O-:2])=[O:3].[NH4+:4]>>[O:8]=[C:9]1[CH2:10][O:11][CH2:12][C:13]2([CH2:14][CH2:15][CH2:16][CH2:17][CH2:18]2)[NH:19]1.